From a dataset of the Open Reaction Database (ORD), a public repository of structured organic reaction records. describe an organic reaction: reactants, conditions, products, and yield The reactants are c1ccc(CN2CCC3(C2)OCc2ccccc23)cc1, CO. Product: c1ccc2c(c1)COC21CCNC1. RXN SMILES: [CH2:1]([c:2]1[cH:3][cH:4][cH:5][cH:6][cH:7]1)[N:8]1[CH2:9][C:10]2([O:11][CH2:12][c:13]3[c:14]2[cH:15][cH:16][cH:17][cH:18]3)[CH2:19][CH2:20]1.[CH3:21][OH:22]>>[NH:8]1[CH2:9][C:10]2([O:11][CH2:12][c:13]3[c:14]2[cH:15][cH:16][cH:17][cH:18]3)[CH2:19][CH2:20]1. The reactants are C(C)(C)(C)OC(=O)N1CCNCC1 (piperazine-1-carboxylic acid tert-butyl ester), O1CC(CC1)OS(=O)(=O)C (methanesulfonic acid tetrahydrofuran-3-yl ester), C(=O)([O-])[O-].[K+].[K+] (K2CO3). The solvent is C(C)#N (acetonitrile). The product is C(C)(C)(C)OC(=O)N1CCN(CC1)C1COCC1 (4-(tetrahydro-furan-3-yl)-piperazine-1-carboxylic acid tert-butyl ester). Reaction SMILES: [C:1]([O:5][C:6]([N:8]1[CH2:13][CH2:12][NH:11][CH2:10][CH2:9]1)=[O:7])([CH3:4])([CH3:3])[CH3:2].[O:14]1[CH2:18][CH2:17][CH:16](OS(C)(=O)=O)[CH2:15]1.C([O-])([O-])=O.[K+].[K+]>C(#N)C>[C:1]([O:5][C:6]([N:8]1[CH2:13][CH2:12][N:11]([CH:16]2[CH2:17][CH2:18][O:14][CH2:15]2)[CH2:10][CH2:9]1)=[O:7])([CH3:4])([CH3:2])[CH3:3] |f:2.3.4|. Procedure details: To tetrahydro-furan-3-ol (1.0 g, 11.4 mmol) in anhydrous dichloromethane (15 mL) with triethylamine (2.37 mL, 17.03 mmol), was added methane sulfonyl chloride (12.5 mmol) at 0° C. The reaction mixture was stirred at RT for 3.5 hours, diluted with dichloromethane (50 mL) and washed with water. The organic phase was dried (MgSO4) and evaporated in-vacuo to give methanesulfonic acid tetrahydro-furan-3-yl ester as light orange oil (1.68 g, 89%). A mixture of piperazine-1-carboxylic acid tert-butyl e... Starting materials: O=CC(=O)O, COc1cc(CCC(=O)Nc2nc3ccccc3s2)ccc1C(=O)CP(=O)(OC)OC, Cl, [Na+], C1CCOC1, [OH-]. The product is COc1cc(CCC(=O)Nc2nc3ccccc3s2)ccc1C(=O)C=CC(=O)O. Reaction SMILES: [C:32]([CH:33]=[O:34])(=[O:35])[OH:36].[CH3:1][O:2][c:3]1[c:4]([C:5](=[O:6])[CH2:7][P:8](=[O:9])([O:10][CH3:11])[O:12][CH3:13])[cH:14][cH:15][c:16]([CH2:18][CH2:19][C:20](=[O:21])[NH:22][c:23]2[s:24][c:25]3[c:26]([n:27]2)[cH:28][cH:29][cH:30][cH:31]3)[cH:17]1.[ClH:39].[Na+:38].[O:40]1[CH2:41][CH2:42][CH2:43][CH2:44]1.[OH-:37]>>[CH3:1][O:2][c:3]1[c:4]([C:5](=[O:6])[CH:7]=[CH:33][C:32](=[O:35])[OH:36])[cH:14][cH:15][c:16]([CH2:18][CH2:19][C:20](=[O:21])[NH:22][c:23]2[s:24][c:25]3[c:26]([n:27]2)[cH:28][cH:29][cH:30][cH:31]3)[cH:17]1.